This data is from the Open Reaction Database (ORD), a public repository of structured organic reaction records. The task is: describe an organic reaction: reactants, conditions, products, and yield The reactants are C(CCCCC)NC1CCC2=CC(=CC=C12)OC1=NC=C(C(=O)N)C=C1 (6-(1-Hexylamino-indan-5-yloxy)-nicotinamide), C=O (paraformaldehyde), [BH3-]C#N.[Na+] (NaBH3CN). Yield: 73.6%. RXN SMILES: [CH2:1]([NH:7][CH:8]1[C:16]2[C:11](=[CH:12][C:13]([O:17][C:18]3[CH:26]=[CH:25][C:21]([C:22]([NH2:24])=[O:23])=[CH:20][N:19]=3)=[CH:14][CH:15]=2)[CH2:10][CH2:9]1)[CH2:2][CH2:3][CH2:4][CH2:5][CH3:6].C=O.[BH3-][C:30]#N.[Na+]>>[CH2:1]([N:7]([CH3:30])[CH:8]1[C:16]2[C:11](=[CH:12][C:13]([O:17][C:18]3[CH:26]=[CH:25][C:21]([C:22]([NH2:24])=[O:23])=[CH:20][N:19]=3)=[CH:14][CH:15]=2)[CH2:10][CH2:9]1)[CH2:2][CH2:3][CH2:4][CH2:5][CH3:6] |f:2.3|. Procedure: Using a method similar to Example 13, using 6-(1-hexylamino-indan-5-yloxy)-nicotinamide (example 12, 490 mg, 1.38 mmol), paraformaldehyde (443 mg), and NaBH3CN (261 mg, 4.16 mmol) gives the title compound (373 mg) as a light yellow solid. Mass spectrum (ion spray): m/z=368 (M+1); 1HNMR (CDCl3): 8.59 (s, 1H), 8.16 (d, 1H), 7.38 (d, 1H), 6.98-6.93 (m, 3H), 5.89 (br. s, 2H), 4.42 (t, 1H), 2.97-2.78 (m, 2H), 2.40 (m, 2H), 2.22 (s, 3H), 2.08 (m, 2H), 1.51 (m, 2H), 1.36-1.22 (m, 6H), 0.88 (t, 3H). The product is C(CCCCC)N(C1CCC2=CC(=CC=C12)OC1=NC=C(C(=O)N)C=C1)C (6-[1-(Hexyl-methyl-amino)-indan-5-yloxy]-nicotinamide). The reactants are COC(=O)c1cc(Oc2cc(F)cc(F)c2)c2c(c1)OC(C)(C)C2, CO, [Na+], [OH-]. Yields the product CC1(C)Cc2c(Oc3cc(F)cc(F)c3)cc(C(=O)O)cc2O1. As a reaction SMILES: [CH3:1][O:2][C:3](=[O:4])[c:5]1[cH:6][c:7]2[c:8]([c:14]([O:16][c:17]3[cH:18][c:19]([F:24])[cH:20][c:21]([F:23])[cH:22]3)[cH:15]1)[CH2:9][C:10]([CH3:12])([CH3:13])[O:11]2.[CH3:27][OH:28].[Na+:26].[OH-:25]>>[O:2]=[C:3]([OH:4])[c:5]1[cH:6][c:7]2[c:8]([c:14]([O:16][c:17]3[cH:18][c:19]([F:24])[cH:20][c:21]([F:23])[cH:22]3)[cH:15]1)[CH2:9][C:10]([CH3:12])([CH3:13])[O:11]2. The reactants are ClC=1C=C2C(=NC1)N(C=C2I)[Si](C(C)C)(C(C)C)C(C)C (5-chloro-3-iodo-1-triisopropylsilanyl-1H-pyrrolo[2,3-b]pyridine), FC1=CC=C(CNC=2C=C(N(N2)CC2=CC=C(C=C2)OC)C=O)C=C1 (5-(4-fluoro-benzylamino)-2-(4-methoxy-benzyl)-2H-pyrazole-3-carbaldehyde), C(C)(C)[Mg]Cl (Isopropylmagnesium chloride). The solvent is O1CCCC1 (tetrahydrofuran), O1CCCC1 (tetrahydrofuran). Reaction conditions: temperature -20 celsius. The product is ClC=1C=C2C(=NC1)N(C=C2C(O)C=2N(N=C(C2)NCC2=CC=C(C=C2)F)CC2=CC=C(C=C2)OC)[Si](C(C)C)(C(C)C)C(C)C ((5-chloro-1-triisopropylsilanyl-1H-pyrrolo[2,3-b]pyridin-3-yl)-[5-(4-fluoro-benzylamino)-2-(4-methoxy-benzyl)-2H-pyrazol-3-yl]-methanol). As a reaction SMILES: [Cl:1][C:2]1[CH:3]=[C:4]2[C:10](I)=[CH:9][N:8]([Si:12]([CH:19]([CH3:21])[CH3:20])([CH:16]([CH3:18])[CH3:17])[CH:13]([CH3:15])[CH3:14])[C:5]2=[N:6][CH:7]=1.C([Mg]Cl)(C)C.[F:27][C:28]1[CH:51]=[CH:50][C:31]([CH2:32][NH:33][C:34]2[CH:35]=[C:36]([CH:48]=[O:49])[N:37]([CH2:39][C:40]3[CH:45]=[CH:44][C:43]([O:46][CH3:47])=[CH:42][CH:41]=3)[N:38]=2)=[CH:30][CH:29]=1>O1CCCC1>[Cl:1][C:2]1[CH:3]=[C:4]2[C:10]([CH:48]([C:36]3[N:37]([CH2:39][C:40]4[CH:41]=[CH:42][C:43]([O:46][CH3:47])=[CH:44][CH:45]=4)[N:38]=[C:34]([NH:33][CH2:32][C:31]4[CH:30]=[CH:29][C:28]([F:27])=[CH:51][CH:50]=4)[CH:35]=3)[OH:49])=[CH:9][N:8]([Si:12]([CH:19]([CH3:21])[CH3:20])([CH:16]([CH3:18])[CH3:17])[CH:13]([CH3:15])[CH3:14])[C:5]2=[N:6][CH:7]=1. Procedure details: In a round bottom flask, 5-chloro-3-iodo-1-triisopropylsilanyl-1H-pyrrolo[2,3-b]pyridine (4, 1.7 g, 3.9 mmol) was combined with 1.3 mL of tetrahydrofuran and cooled to −20° C. Isopropylmagnesium chloride (2.0 mL, 2 M in tetrahydrofuran, 4.0 mmol) was added dropwise and the reaction stirred at −5° C. The reaction was cooled to −20° C. and 5-(4-fluoro-benzylamino)-2-(4-methoxy-benzyl)-2H-pyrazole-3-carbaldehyde (113, 0.622 g, 1.83 mmol) in 2 mL of tetrahydrofuran was added and the reaction stirred... Starting materials: Cl.CCOC(=O)C (HCl EtOAc), C1(CCCCC1)C1N(CCC2=CC=CC=C12)C(=O)[C@H]1N(CCC1)C(=O)OC(C)(C)C (tert-butyl (2S)-2-[(1-cyclohexyl-3,4-dihydroisoquinolin-2(1H)-yl)carbonyl]pyrrolidine-1-carboxylate). Run in CCOC(=O)C (EtOAc). Conditions: time 5 hour. The product is C1(CCCCC1)C1N(CCC2=CC=CC=C12)C([C@H]1NCCC1)=O (1-cyclohexyl-2-L-prolyl-1,2,3,4-tetrahydroisoquinoline). The yield is 92.9%. RXN SMILES: Cl.CCOC(C)=O.[CH:8]1([CH:14]2[C:23]3[C:18](=[CH:19][CH:20]=[CH:21][CH:22]=3)[CH2:17][CH2:16][N:15]2[C:24]([C@@H:26]2[CH2:30][CH2:29][CH2:28][N:27]2C(OC(C)(C)C)=O)=[O:25])[CH2:13][CH2:12][CH2:11][CH2:10][CH2:9]1>CCOC(C)=O>[CH:8]1([CH:14]2[C:23]3[C:18](=[CH:19][CH:20]=[CH:21][CH:22]=3)[CH2:17][CH2:16][N:15]2[C:24](=[O:25])[C@@H:26]2[CH2:30][CH2:29][CH2:28][NH:27]2)[CH2:9][CH2:10][CH2:11][CH2:12][CH2:13]1 |f:0.1|. Reported procedure: 4 M HCl/EtOAc (4 mL) was added to a solution of tert-butyl (2S)-2-[(1-cyclohexyl-3,4-dihydroisoquinolin-2(1H)-yl)carbonyl]pyrrolidine-1-carboxylate (1.79 g) in EtOAc (4 mL). The mixture was stirred at room temperature for 5 hours. The solvent was evaporated under reduced pressure, and chloroform and a saturated aqueous sodium hydrogen carbonate solution were added to the residue. The organic layer was washed with saturated brine, dried over magnesium sulfate, filtered, and concentrated to obtain... Starting materials: FC1=C(C=CC=C1)C1=NCC(N(C2=C1C=C(C=C2)NC(=O)N2CC2)C)=O (N-[5-(o-fluorophenyl)-2,3-dihydro-1-methyl-2-oxo-1H-1,4-benzodiazepin-7-yl]-1-aziridinecarboxamide), S(O)(O)(=O)=O (sulphuric acid), C(C)(C)(C)O (tert.butanol), C([O-])(O)=O.[Na+] (sodium bicarbonate). Run at time 20 minute. Yields the product C(C)(C)(C)OCCNC(=O)NC=1C=CC2=C(C(=NCC(N2C)=O)C2=C(C=CC=C2)F)C1 (1-(2-tert.butoxyethyl)-3-[5-(o-fluorophenyl)-2,3-dihydro-1-methyl-2-oxo-1H-1,4-benzodiazepin-7-yl]urea). As a reaction SMILES: [F:1][C:2]1[CH:7]=[CH:6][CH:5]=[CH:4][C:3]=1[C:8]1[C:14]2[CH:15]=[C:16]([NH:19][C:20]([N:22]3[CH2:24][CH2:23]3)=[O:21])[CH:17]=[CH:18][C:13]=2[N:12]([CH3:25])[C:11](=[O:26])[CH2:10][N:9]=1.S(=O)(=O)(O)O.C(=O)(O)[O-].[Na+].[C:37]([OH:41])([CH3:40])([CH3:39])[CH3:38]>>[C:37]([O:41][CH2:24][CH2:23][NH:22][C:20]([NH:19][C:16]1[CH:17]=[CH:18][C:13]2[N:12]([CH3:25])[C:11](=[O:26])[CH2:10][N:9]=[C:8]([C:3]3[CH:4]=[CH:5][CH:6]=[CH:7][C:2]=3[F:1])[C:14]=2[CH:15]=1)=[O:21])([CH3:40])([CH3:39])[CH3:38] |f:2.3|. Procedure: 2 g (0.0057 M) of N-[5-(o-fluorophenyl)-2,3-dihydro-1-methyl-2-oxo-1H-1,4-benzodiazepin-7-yl]-1-aziridinecarboxamide in 50 ml of tert.butanol are treated with 3 ml of 25% sulphuric acid. After 20 minutes, the mixture is made alkaline with 10% sodium bicarbonate solution and extracted several times with methylene chloride. The methylene chloride solution is dried over sodium sulphate, filtered and concentrated. The residue is purified on a 80 g silica gel column using ethyl acetate as the eluting... The reactants are N=C1SC(C(N1)=O)CC1=CC=C(C=C1)OCC=1N=C(OC1C)C1=CC=CC=C1 (2-imino-5-[4-(5-methyl-2-phenyl-4-oxazolylmethoxy)benzyl]-4-thiazolidinone), OS(=O)(=O)O (H2SO4), O1CCOCC1 (dioxane). The solvent is O (water). Product: CC1=C(N=C(O1)C1=CC=CC=C1)COC1=CC=C(CC2C(NC(S2)=O)=O)C=C1 (5-[4-(5-methyl-2-phenyl-4-oxazolylmethoxy)benzyl]-2,4-thiazolidinedione). The yield is 58.8%. Reaction SMILES: N=[C:2]1[NH:6][C:5](=[O:7])[CH:4]([CH2:8][C:9]2[CH:14]=[CH:13][C:12]([O:15][CH2:16][C:17]3[N:18]=[C:19]([C:23]4[CH:28]=[CH:27][CH:26]=[CH:25][CH:24]=4)[O:20][C:21]=3[CH3:22])=[CH:11][CH:10]=2)[S:3]1.[OH:29]S(O)(=O)=O.O1CCOCC1>O>[CH3:22][C:21]1[O:20][C:19]([C:23]2[CH:24]=[CH:25][CH:26]=[CH:27][CH:28]=2)=[N:18][C:17]=1[CH2:16][O:15][C:12]1[CH:13]=[CH:14][C:9]([CH2:8][CH:4]2[S:3][C:2](=[O:29])[NH:6][C:5]2=[O:7])=[CH:10][CH:11]=1. Procedure details: A mixture of 2-imino-5-[4-(5-methyl-2-phenyl-4-oxazolylmethoxy)benzyl]-4-thiazolidinone (11.4 g), 1N.H2SO4 (100 ml) and dioxane (100 ml) was stirred at 80° C. for 5 hours, and poured in water. The aqueous mixture was extracted with chloroform. The chloroform layer was washed with water, dried (MgSO4) and concentrated. The oily residue was chromatographed on a column of silica gel (200 g), and from the fractions eluted with chlorform-methanol (100:1, V/V), there was obtained 5-[4-(5-methyl-2-phen... Reactants: ClC1=C(C=CC(=C1)Cl)CCNC1=CC(=NC(=N1)C)C=1C=C(C=CC1)C(C#N)(C)C (2-(3-{6-[2-(2,4-Dichloro-phenyl)-ethylamino]-2-methyl-pyrimidin-4-yl}-phenyl)-2-methyl-propionitrile), ClC1=C(C=CC(=C1)Cl)CCNC1=CC(=NC(=N1)C)C=1C=C(C=CC1)C(C#N)(C)C (2-(3-{6-[2-(2,4-Dichloro-phenyl)-ethylamino]-2-methyl-pyrimidin-4-yl}-phenyl)-2-methyl-propionitrile), N(=[N+]=[N-])[Sn](CCCC)(CCCC)CCCC (azidotributyltin). Run in FC(C1=CC=CC=C1)(F)F (α, α, α-trifluorotoluene). Conditions: temperature 180 celsius. Product: ClC1=C(C=CC(=C1)Cl)CCNC1=NC(=NC(=C1)C1=CC(=CC=C1)C(C)(C=1N=NNN1)C)C ([2-(2,4-dichloro-phenyl)-ethyl]-(2-methyl-6-{3-[1-methyl-1-(2H-tetrazol-5-yl)-ethyl]-phenyl}-pyrimidin-4-yl)-amine). As a reaction SMILES: [Cl:1][C:2]1[CH:7]=[C:6]([Cl:8])[CH:5]=[CH:4][C:3]=1[CH2:9][CH2:10][NH:11][C:12]1[N:17]=[C:16]([CH3:18])[N:15]=[C:14]([C:19]2[CH:20]=[C:21]([C:25]([CH3:29])([CH3:28])[C:26]#[N:27])[CH:22]=[CH:23][CH:24]=2)[CH:13]=1.[N:30]([Sn](CCCC)(CCCC)CCCC)=[N+:31]=[N-:32]>FC(F)(F)C1C=CC=CC=1>[Cl:1][C:2]1[CH:7]=[C:6]([Cl:8])[CH:5]=[CH:4][C:3]=1[CH2:9][CH2:10][NH:11][C:12]1[CH:13]=[C:14]([C:19]2[CH:24]=[CH:23][CH:22]=[C:21]([C:25]([CH3:29])([C:26]3[N:30]=[N:31][NH:32][N:27]=3)[CH3:28])[CH:20]=2)[N:15]=[C:16]([CH3:18])[N:17]=1. Reported procedure: To a solution of 2-(3-{6-[2-(2,4-dichloro-phenyl)-ethylamino]-2-methyl-pyrimidin-4-yl}-phenyl)-2-methyl-propionitrile [50 mg, 0.11 mmol, Intermediate (67)] in α, α, α-trifluorotoluene (2 mL) is added azidotributyltin (0.251 mL, 0.88 mmol) and heated in microwave oven at 180° C. for 1.5 hours. Reaction mixture is concentrated and purified via silica gel chromatography eluting with 20 to 100% EtOAc in heptane to give [2-(2,4-dichloro-phenyl)-ethyl]-(2-methyl-6-{3-[1-methyl-1-(2H-tetrazol-5-yl)-eth... The reactants are CSC1=NN=C2C(C3=C(C=CN21)C=CC=C3)C3=CC=CC=C3 (3-Methylthio-11-phenyl-11H-s-triazolo[3,4-b][3]benzazepine). Reagents/catalysts: [Ni] (Raney nickel). The product is C1(=CC=CC=C1)C1C=2N(C=CC3=C1C=CC=C3)C=NN2 (11-phenyl-11H-s-triazolo[3,4-b][3]benzazepine). As a reaction SMILES: CS[C:3]1[N:12]2[C:6]([CH:7]([C:17]3[CH:22]=[CH:21][CH:20]=[CH:19][CH:18]=3)[C:8]3[CH:16]=[CH:15][CH:14]=[CH:13][C:9]=3[CH:10]=[CH:11]2)=[N:5][N:4]=1>[Ni]>[C:17]1([CH:7]2[C:8]3[CH:16]=[CH:15][CH:14]=[CH:13][C:9]=3[CH:10]=[CH:11][N:12]3[CH:3]=[N:4][N:5]=[C:6]23)[CH:18]=[CH:19][CH:20]=[CH:21][CH:22]=1. Procedure details: 3-Methylthio-11-phenyl-11H-s-triazolo[3,4-b][3]benzazepine was treated with Raney nickel as described. This procedure provided 11-phenyl-11H-s-triazolo[3,4-b][3]benzazepine as crystals. Colorless prisms (as recrystallized from ethanol), m.p. 217°-218° C. Reactants: [BH4-], CCOC(=O)C(=CC1CCOCC1)c1ccc(SC)cn1, CO, [Cl-], [NH4+], [Na+]. Yields the product CCOC(=O)C(CC1CCOCC1)c1ccc(SC)cn1. As a reaction SMILES: [BH4-:22].[CH3:1][S:2][c:3]1[cH:4][cH:5][c:6]([C:9]([C:10](=[O:11])[O:12][CH2:13][CH3:14])=[CH:15][CH:16]2[CH2:17][CH2:18][O:19][CH2:20][CH2:21]2)[n:7][cH:8]1.[CH3:26][OH:27].[Cl-:24].[NH4+:25].[Na+:23]>>[CH3:1][S:2][c:3]1[cH:4][cH:5][c:6]([CH:9]([C:10](=[O:11])[O:12][CH2:13][CH3:14])[CH2:15][CH:16]2[CH2:17][CH2:18][O:19][CH2:20][CH2:21]2)[n:7][cH:8]1. The reactants are NN1C(C2=CC=CC=C2C(=N1)C1=CC=C(C=C1)Cl)=O (2-amino-4-(4-chlorophenyl)phthalazin-1(2H)-one), Cl.O1CCN(CC1)CC(=O)O (2-morpholinoacetic acid hydrochloride). The product is ClC1=CC=C(C=C1)C1=NN(C(C2=CC=CC=C12)=O)NC(CN1CCOCC1)=O (N-[4-(4-chlorophenyl)-1-oxophthalazin-2(1H)-yl]-2-(morpholin-4-yl)acetamide). RXN SMILES: [NH2:1][N:2]1[N:11]=[C:10]([C:12]2[CH:17]=[CH:16][C:15]([Cl:18])=[CH:14][CH:13]=2)[C:9]2[C:4](=[CH:5][CH:6]=[CH:7][CH:8]=2)[C:3]1=[O:19].Cl.[O:21]1[CH2:26][CH2:25][N:24]([CH2:27][C:28](O)=[O:29])[CH2:23][CH2:22]1>>[Cl:18][C:15]1[CH:16]=[CH:17][C:12]([C:10]2[C:9]3[C:4](=[CH:5][CH:6]=[CH:7][CH:8]=3)[C:3](=[O:19])[N:2]([NH:1][C:28](=[O:29])[CH2:27][N:24]3[CH2:25][CH2:26][O:21][CH2:22][CH2:23]3)[N:11]=2)=[CH:13][CH:14]=1 |f:1.2|. Reported procedure: The product of Example 86A and 2-morpholinoacetic acid hydrochloride were treated using a method similar to that described in Example 57 to give the title compound. 1H NMR (500 MHz, DMSO-d6/Deuterium Oxide) δ ppm 8.42-8.46 (m, 1H), 7.96-8.08 (m, 2H), 7.75-7.79 (m, 1H), 7.64-7.69 (m, 4H), 4.27-4.28 (m, 2H), 3.79-3.94 (m, 4H), 3.34-3.38 (m, 4H); MS (APCI+) M/Z 399 (M+H)+.